Dataset: the Open Reaction Database (ORD), a public repository of structured organic reaction records. Task: describe an organic reaction: reactants, conditions, products, and yield Starting materials: [Si](C1=CC=CC=C1)(C1=CC=CC=C1)(C(C)(C)C)OC[C@@H]1OC[C@@H](O1)N1C(=O)NC(=O)C(C)=C1 ((-)-1-[(2R,4R)-2-(t-Butyldiphenylsilyloxymethyl)-4-dioxolanyl]thymine), solution, [F-].C(CCC)[N+](CCCC)(CCCC)CCCC (tetra-n-butylammonium fluoride). The solvent is O1CCCC1 (tetrahydrofuran), O1CCCC1 (THF). Reaction conditions: time 1 hour. The product is OC[C@@H]1OC[C@@H](O1)N1C(=O)NC(=O)C(C)=C1 ((-)-1-[(2R,4R)-2-(Hydroxymethyl)-4-dioxolanyl]thymine). Yield: 92.0%. Reaction SMILES: [Si]([O:18][CH2:19][C@H:20]1[O:24][C@@H:23]([N:25]2[CH:33]=[C:31]([CH3:32])[C:29](=[O:30])[NH:28][C:26]2=[O:27])[CH2:22][O:21]1)(C(C)(C)C)(C1C=CC=CC=1)C1C=CC=CC=1.[F-].C([N+](CCCC)(CCCC)CCCC)CCC>O1CCCC1>[OH:18][CH2:19][C@H:20]1[O:24][C@@H:23]([N:25]2[CH:33]=[C:31]([CH3:32])[C:29](=[O:30])[NH:28][C:26]2=[O:27])[CH2:22][O:21]1 |f:1.2|. Procedure details: To a solution of 9 (93.3 mg, 0.2 mmole) in tetrahydrofuran (THF) (3 ml) was added a 1.0 M solution of tetra-n-butylammonium fluoride in THF (0.24 ml, 0.24 mmole) and the mixture stirred at room temperature for 1 hour. The mixture was then concentrated and purified by column chromatography over silica gel to yield 11 (42 mg, 92.1%) as white solid: [α]25D-18.8° (C o.17, MeOH); 1H NMR (DMSO-d6) δ 1.75 (d, J=1.2 Hz, 3H, CH3), 3.63 (dd, J+6.0, 2.6 Hz, 2H, CH2OH), 4.03 (dd, J=9.9, 5.5 Hz, 1H, 5-H), 4.... Starting materials: CC(=O)OC1CCC2(C)C(CCC3C2CCC2(C)C(=O)C=CC32O)C1, CCN(C(C)C)C(C)C, CCOCCl, ClCCl, O=C(O)CC(O)(CC(=O)O)C(=O)O. The product is CCOCOC12C=CC(=O)C1(C)CCC1C2CCC2CC(OC(C)=O)CCC21C. RXN SMILES: [C:1]([CH3:2])(=[O:3])[O:4][CH:5]1[CH2:6][CH:7]2[CH2:8][CH2:9][CH:10]3[C:11]4([OH:25])[CH:12]=[CH:13][C:14](=[O:24])[C:15]4([CH3:16])[CH2:17][CH2:18][CH:19]3[C:20]2([CH3:23])[CH2:21][CH2:22]1.[CH:31]([N:32]([CH:33]([CH3:34])[CH3:35])[CH2:36][CH3:37])([CH3:38])[CH3:39].[Cl:26][CH2:27][O:28][CH2:29][CH3:30].[Cl:53][CH2:54][Cl:55].[OH:40][C:41]([CH2:42][C:43]([C:44](=[O:45])[OH:46])([CH2:47][C:48](=[O:49])[OH:50])[OH:51])=[O:52]>>[C:1]([CH3:2])(=[O:3])[O:4][CH:5]1[CH2:6][CH:7]2[CH2:8][CH2:9][CH:10]3[C:11]4([O:25][CH2:27][O:28][CH2:29][CH3:30])[CH:12]=[CH:13][C:14](=[O:24])[C:15]4([CH3:16])[CH2:17][CH2:18][CH:19]3[C:20]2([CH3:23])[CH2:21][CH2:22]1. The reactants are Cl.NC=1C(OC(=CC1O)C1=CC=CC=C1)=O (3-amino-4-hydroxy-6-phenyl-2H-pyran-2-one hydrochloride), C1(=CC=CC2=CC=CC=C12)CC(=O)O (2-naphthalyl acetic acid), [H-].[Na+] (sodium hydride), C(C(=O)Cl)(=O)Cl (oxalyl chloride). The solvent is C1CCOC1 (THF). The product is OC1=C(C(OC(=C1)C1=CC=CC=C1)=O)NC(CC1=CC2=CC=CC=C2C=C1)=O (N-(4-Hydroxy-2-oxo-6-phenyl-2H-pyran-3-yl)-2-naphthaleneacetamide). Reaction SMILES: Cl.[NH2:2][C:3]1[C:4](=[O:16])[O:5][C:6]([C:10]2[CH:15]=[CH:14][CH:13]=[CH:12][CH:11]=2)=[CH:7][C:8]=1[OH:9].[H-].[Na+].[C:19](Cl)(=[O:23])[C:20](Cl)=O.[C:25]1(CC(O)=O)[C:34]2[C:29](=[CH:30][CH:31]=[CH:32][CH:33]=2)[CH:28]=[CH:27][CH:26]=1>C1COCC1>[OH:9][C:8]1[CH:7]=[C:6]([C:10]2[CH:15]=[CH:14][CH:13]=[CH:12][CH:11]=2)[O:5][C:4](=[O:16])[C:3]=1[NH:2][C:19](=[O:23])[CH2:20][C:27]1[CH:26]=[CH:25][C:34]2[C:29](=[CH:30][CH:31]=[CH:32][CH:33]=2)[CH:28]=1 |f:0.1,2.3|. Reported procedure: The title compound was prepared by Method E using 3-amino-4-hydroxy-6-phenyl-2H-pyran-2-one hydrochloride (0.200 g, 0.835 mmol), THF (9 mL), 60% sodium hydride (0.037 mL, 0.918 mmol), oxalyl chloride (0.080 mL, 0.918 mmol), 2-naphthalyl acetic acid (0.170 g, 0.918 mmol). m.p. dec. 227° C.; 1H NMR (250 MHz, DMSO-d6) δ4.17 (s, 2 H), 6.84 (s, 1 H), 7.50 (m, 6 H), 7.83 (m, 4 H), 7.93 (d, 1 H), 8.17 (d, 1 H), 9.58 (s, 1 H).